This data is from the Open Reaction Database (ORD), a public repository of structured organic reaction records. The task is: describe an organic reaction: reactants, conditions, products, and yield The reactants are C(C)OC(CC(C(C)=O)C(C)=O)=O (3,3-diacetyl-propionic acid-ethyl ester), C(C)(=O)O (acetic acid), O.NN (hydrazine hydrate). The solvent is CO (methanol). Yields the product C(C)OC(CC=1C(=NNC1C)C)=O (3,5-dimethyl-1H-pyrazol-4-acetic acid-ethyl ester). Isolated yield 89.0%. Reaction SMILES: [CH2:1]([O:3][C:4](=[O:13])[CH2:5][CH:6]([C:10](=O)[CH3:11])[C:7](=O)[CH3:8])[CH3:2].C(O)(=O)C.O.[NH2:19][NH2:20]>CO>[CH2:1]([O:3][C:4](=[O:13])[CH2:5][C:6]1[C:10]([CH3:11])=[N:19][NH:20][C:7]=1[CH3:8])[CH3:2] |f:2.3|. Reported procedure: 18.6 grams 3,3-diacetyl-propionic acid-ethyl ester, 9.0 grams glacial acetic acid and 150 milliliters methanol were mixed, and 5.3 grams hydrazine hydrate were added dropwise to this mixture within 30 minutes. The reaction mixture was then heated to the boiling temperature under reflux for 3 hours. The reaction mixture was then evaporated and distilled in vacuo. The fraction obtained at 142°-150° C.).05 Torr consisted of an oil which later crystallized. 16.2 grams 3,5-dimethyl-1H-pyrazol-4-aceti... Starting materials: CC(C(=O)OCC)C(=O)OCC (diethyl 2-methylmalonate), N1=CC=CC=C1 (pyridine), ClC1=C(N)C=C(C=C1)F (2-chloro-5-fluoroaniline). The product is ClC1=C(C=C(C=C1)F)NC(C(C(=O)OCC)C)=O (ethyl 3-(2-chloro-5-fluorophenylamino)-2-methyl-3-oxopropanoate). As a reaction SMILES: [CH3:1][CH:2]([C:8]([O:10]CC)=O)[C:3]([O:5][CH2:6][CH3:7])=[O:4].N1C=CC=CC=1.[Cl:19][C:20]1[CH:26]=[CH:25][C:24]([F:27])=[CH:23][C:21]=1[NH2:22]>>[Cl:19][C:20]1[CH:26]=[CH:25][C:24]([F:27])=[CH:23][C:21]=1[NH:22][C:8](=[O:10])[CH:2]([CH3:1])[C:3]([O:5][CH2:6][CH3:7])=[O:4]. Reported procedure: The ester was prepared according to Procedure A using diethyl 2-methylmalonate (7.09 mL, 41.2 mmol), pyridine (4.45 mL, 55.0 mmol) and 2-chloro-5-fluoroaniline (4.0 g, 27.5 mmol) over 6 days. The residue was purified by column chromatography on silica gel (0-30% EtOAc/hexanes) to give ethyl 3-(2-chloro-5-fluorophenylamino)-2-methyl-3-oxopropanoate as a red oil. Mass Spectrum (ESI) m/e=274.0 (M+1). Starting materials: O=C([O-])[O-], NCC1CC1, Clc1cncc(Cl)n1, [K+], [K+], O. Yields the product Clc1cncc(NCC2CC2)n1. As a reaction SMILES: [C:14](=[O:15])([O-:16])[O-:17].[CH:9]1([CH2:12][NH2:13])[CH2:10][CH2:11]1.[Cl:1][c:2]1[n:3][c:4]([Cl:8])[cH:5][n:6][cH:7]1.[K+:18].[K+:19].[OH2:20]>>[c:2]1([NH:13][CH2:12][CH:9]2[CH2:10][CH2:11]2)[n:3][c:4]([Cl:8])[cH:5][n:6][cH:7]1. Starting materials: O=[N+]([O-])c1cc(C(F)(F)F)cc(Cl)c1Cl, O=[Pt]. Yields the product Nc1cc(C(F)(F)F)cc(Cl)c1Cl. RXN SMILES: [Cl:1][c:2]1[cH:3][c:4]([C:12]([F:13])([F:14])[F:15])[cH:5][c:6]([N+:9]([O-:10])=[O:11])[c:7]1[Cl:8].[Pt:16]=[O:17]>>[Cl:1][c:2]1[cH:3][c:4]([C:12]([F:13])([F:14])[F:15])[cH:5][c:6]([NH2:9])[c:7]1[Cl:8].